Dataset: the Open Reaction Database (ORD), a public repository of structured organic reaction records. Task: describe an organic reaction: reactants, conditions, products, and yield The reactants are OC1=CC=C(C=C1)C1=C(C=C(C=C1)CC(=O)OC)CCC (methyl (4′-hydroxy-2-propyl-1,1′-biphenyl-4-yl)acetate), BrCC1=CC=C(C(=C1C(=O)OC(C)(C)C)OC(=O)OC(C)(C)C)C(F)(F)F (tert-butyl 6-(bromomethyl)-2-[(tert-butoxycarbonyl)oxy]-3-(trifluoromethyl)benzoate). Product: C(C)(C)(C)OC(=O)C1=C(COC2=CC=C(C=C2)C2=C(C=C(C=C2)CC(=O)O)CCC)C=CC(=C1O)C(F)(F)F ((4′-{[2-(tert-Butoxycarbonyl)-3-hydroxy-4-(trifluoromethyl)benzyl]oxy}-2-propyl-1,1′-biphenyl-4-yl)acetic acid), compound. Isolated yield 48.0%. RXN SMILES: [OH:1][C:2]1[CH:7]=[CH:6][C:5]([C:8]2[CH:13]=[CH:12][C:11]([CH2:14][C:15]([O:17]C)=[O:16])=[CH:10][C:9]=2[CH2:19][CH2:20][CH3:21])=[CH:4][CH:3]=1.Br[CH2:23][C:24]1[C:29]([C:30]([O:32][C:33]([CH3:36])([CH3:35])[CH3:34])=[O:31])=[C:28]([O:37]C(OC(C)(C)C)=O)[C:27]([C:45]([F:48])([F:47])[F:46])=[CH:26][CH:25]=1>>[C:33]([O:32][C:30]([C:29]1[C:28]([OH:37])=[C:27]([C:45]([F:48])([F:47])[F:46])[CH:26]=[CH:25][C:24]=1[CH2:23][O:1][C:2]1[CH:3]=[CH:4][C:5]([C:8]2[CH:13]=[CH:12][C:11]([CH2:14][C:15]([OH:17])=[O:16])=[CH:10][C:9]=2[CH2:19][CH2:20][CH3:21])=[CH:6][CH:7]=1)=[O:31])([CH3:36])([CH3:34])[CH3:35]. Procedure: According to a method similar to Example (40-2), Example (33-5) and Example (17-4), from methyl (4′-hydroxy-2-propyl-1,1′-biphenyl-4-yl)acetate (140 mg, 0.493 mmol) and tert-butyl 6-(bromomethyl)-2-[(tert-butoxycarbonyl)oxy]-3-(trifluoromethyl)benzoate (228 mg, 0.542 mmol) obtained in Example (28-5), the title compound was obtained as a yellow amorphous compound (128 mg, yield: 48%). The reactants are NC1=NC2=CC=CC=C2N=C1C(N)=O (2-amino-3-carbamoyl-quinoxaline), ClC1=NC2=CC=CC=C2N=C1C(=O)OCC (2-chloro-3-carbethoxy-quinoxaline), BrCC(C(=O)OCC)=O (ethyl bromopyruvate). Solvent: C(OC)COC (dimethoxy ethane). Yields the product [Br-].C(=O)(OCC)C(=O)C[N+]1=C(C(=NC2=CC=CC=C12)C(N)=O)N (1-carbethoxycarbonylmethyl-2-amino-3-carbamoyl-quinoxalinium bromide). As a reaction SMILES: [NH2:1][C:2]1[C:11]([C:12](=[O:14])[NH2:13])=[N:10][C:9]2[C:4](=[CH:5][CH:6]=[CH:7][CH:8]=2)[N:3]=1.ClC1C(C(OCC)=O)=NC2C(=CC=CC=2)N=1.[Br:31][CH2:32][C:33](=[O:39])[C:34]([O:36][CH2:37][CH3:38])=[O:35]>C(COC)OC>[Br-:31].[C:34]([C:33]([CH2:32][N+:3]1[C:4]2[C:9](=[CH:8][CH:7]=[CH:6][CH:5]=2)[N:10]=[C:11]([C:12](=[O:14])[NH2:13])[C:2]=1[NH2:1])=[O:39])([O:36][CH2:37][CH3:38])=[O:35] |f:4.5|. Procedure: A solution of 1 g of 2-amino-3-carbamoyl-quinoxaline prepared from 2-chloro-3-carbethoxy-quinoxaline by the method of Gowenlock et al [J. Chem. Soc., 1945, p. 622-5] in 50 ml of dimethoxy ethane and ethyl bromopyruvate was stirred for 2 days and was filtered to obtain 1.44 g of 1-carbethoxycarbonylmethyl-2-amino-3-carbamoyl-quinoxalinium bromide as a yellow crystalline solid.